This data is from the Open Reaction Database (ORD), a public repository of structured organic reaction records. The task is: describe an organic reaction: reactants, conditions, products, and yield Starting materials: C1CCOC1 (THF), C(C)OC(C(C)(O)C=1C=NC(=C(C1)OCC)NC(=O)C=1NC2=CC=C(C=C2C1)Cl)=O (2-{6-[(5-chloro-1H-indole-2-carbonyl)-amino]-5-ethoxy-pyridin-3-yl}-2-hydroxy-propionic acid ethyl ester), [BH4-].[Li+] (lithium borohydride). Run in [Cl-].[Na+].O (brine). Conditions: time 1 hour. Yields the product OC(CO)(C)C=1C=C(C(=NC1)NC(=O)C=1NC2=CC=C(C=C2C1)Cl)OCC (5-Chloro-1H-indole-2-carboxylic acid-[5-(1,2-dihydroxy-1-methyl-ethyl)-3-ethoxy-pyridin-2-yl]-amide). Isolated yield 25.8%. Reaction SMILES: C1COCC1.C([O:8][C:9](=O)[C:10]([C:13]1[CH:14]=[N:15][C:16]([NH:22][C:23]([C:25]2[NH:26][C:27]3[C:32]([CH:33]=2)=[CH:31][C:30]([Cl:34])=[CH:29][CH:28]=3)=[O:24])=[C:17]([O:19][CH2:20][CH3:21])[CH:18]=1)([OH:12])[CH3:11])C.[BH4-].[Li+]>[Cl-].[Na+].O>[OH:12][C:10]([C:13]1[CH:18]=[C:17]([O:19][CH2:20][CH3:21])[C:16]([NH:22][C:23]([C:25]2[NH:26][C:27]3[C:32]([CH:33]=2)=[CH:31][C:30]([Cl:34])=[CH:29][CH:28]=3)=[O:24])=[N:15][CH:14]=1)([CH3:11])[CH2:9][OH:8] |f:2.3,4.5.6|. Procedure: To a THF (2 mL) solution of 2-{6-[(5-chloro-1H-indole-2-carbonyl)-amino]-5-ethoxy-pyridin-3-yl}-2-hydroxy-propionic acid ethyl ester (90 mg) was added lithium borohydride (2M in THF), and the reaction was stirred for 1 hr. The reaction mixture was diluted with brine and extracted with EtOAc. The extracts were dried over magnesium sulfate, filtered, and evaporated to yield a colorless syrup. Further purification on a silica gel prep plate (10% methanol/methylene chloride) afforded 21 mg of the pu... Reactants: CC1=CC=C(C=CC2=CC=NC=C2)C=C1 (4-(4-methylstyryl)pyridine), BrCCC1OCCCO1 (2-(2-bromoethyl) 1,3-dioxane). Yields the product [Br-].O1C(OCCC1)CC[N+]1=CC=C(C=C1)C=CC1=CC=C(C=C1)C (N-[2-(1,3 dioxane-2-yl)ethyl]-4-(4-methylstyryl)pyridinium bromide). RXN SMILES: [CH3:1][C:2]1[CH:15]=[CH:14][C:5]([CH:6]=[CH:7][C:8]2[CH:13]=[CH:12][N:11]=[CH:10][CH:9]=2)=[CH:4][CH:3]=1.[Br:16][CH2:17][CH2:18][CH:19]1[O:24][CH2:23][CH2:22][CH2:21][O:20]1>>[Br-:16].[O:20]1[CH2:21][CH2:22][CH2:23][O:24][CH:19]1[CH2:18][CH2:17][N+:11]1[CH:12]=[CH:13][C:8]([CH:7]=[CH:6][C:5]2[CH:4]=[CH:3][C:2]([CH3:1])=[CH:15][CH:14]=2)=[CH:9][CH:10]=1 |f:2.3|. Procedure details: By the procedure described in Ex. 8, 4-(4-methylstyryl)pyridine and 2-(2-bromoethyl) 1,3-dioxane were reacted to obtain N-[2-(1,3 dioxane-2-yl)ethyl]-4-(4-methylstyryl)pyridinium bromide. The reactants are 2-phenylsemicarbazones, ClC=1C=C(C=CC1F)NN=CC1=CC=CC=C1 (benzaldehyde 3-chloro-4-fluorophenylhydrazone), 2-phenyl-semicarbazone, ClC=1C=C(C=CC1F)N(N)C(=O)N(C)C (2-(3-chloro-4-fluorophenyl)-4,4-dimethylsemicarbazide), aldehyde, C=O (formaldehyde), aldehyde, CN(C(=O)Cl)C (dimethylcarbamoyl chloride), ClC=1C=C(C=CC1F)N(N=CC1=CC=CC=C1)C(=O)N(C)C (benzaldehyde 2-(3-chloro-4-fluorophenyl)-4,4-dimethylsemicarbazone), C1(=CC=CC=C1)N(N)C(=O)N (2-phenylsemicarbazide), 2-phenylsemicarbazone, aldehyde, 2-phenylsemicarbazone. Product: ClC=1C=C(C=CC1F)N(N=C)C(=O)N(C)C (formaldehyde 2-(3-chloro-4-fluorophenyl)-4,4-dimethylsemicarbazone). RXN SMILES: C1(N(C(N)=O)N)C=CC=CC=1.[Cl:12][C:13]1[CH:14]=[C:15]([N:20]([C:29]([N:31]([CH3:33])[CH3:32])=[O:30])[N:21]=[CH:22]C2C=CC=CC=2)[CH:16]=[CH:17][C:18]=1[F:19].ClC1C=C(NN=CC2C=CC=CC=2)C=CC=1F.CN(C)C(Cl)=O.ClC1C=C(N(C(N(C)C)=O)N)C=CC=1F.C=O>>[Cl:12][C:13]1[CH:14]=[C:15]([N:20]([C:29]([N:31]([CH3:33])[CH3:32])=[O:30])[N:21]=[CH2:22])[CH:16]=[CH:17][C:18]=1[F:19]. Procedure: A suitable method for preparing the 2-phenylsemicarbazones comprises converting a 2-phenylsemicarbazone of one specific aldehyde into a 2-phenyl-semicarbazone of a different aldehyde by hydrolyzing the initially prepared 2-phenylsemicarbazone into the corresponding 2-phenylsemicarbazide which is then reacted with the desired aldehyde. For example, benzaldehyde 2-(3-chloro-4-fluorophenyl)-4,4-dimethylsemicarbazone prepared e.g., from benzaldehyde 3-chloro-4-fluorophenylhydrazone and dimethylcarba... Reactants: CSC1=C(C=CC=C1)B(O)O (2-methylthiophenyl-dihydroxyborane), IC=1C=C(C(=O)O)C=CC1 (3-iodobenzoic acid), C([O-])([O-])=O.[Na+].[Na+] (sodium carbonate). Reagents/catalysts: C(C)(=O)[O-].[Pd+2].C(C)(=O)[O-] (palladium(II) acetate). The solvent is O (water). The product is CSC1=C(C=CC=C1)C=1C=C(C(=O)O)C=CC1 (3-(2-methylthiophenyl)benzoic acid). RXN SMILES: [CH3:1][S:2][C:3]1[CH:8]=[CH:7][CH:6]=[CH:5][C:4]=1B(O)O.I[C:13]1[CH:14]=[C:15]([CH:19]=[CH:20][CH:21]=1)[C:16]([OH:18])=[O:17].C(=O)([O-])[O-].[Na+].[Na+]>O.C([O-])(=O)C.[Pd+2].C([O-])(=O)C>[CH3:1][S:2][C:3]1[CH:8]=[CH:7][CH:6]=[CH:5][C:4]=1[C:13]1[CH:14]=[C:15]([CH:19]=[CH:20][CH:21]=1)[C:16]([OH:18])=[O:17] |f:2.3.4,6.7.8|. Reported procedure: The mixture of 2-methylthiophenyl-dihydroxyborane (1.55 g) and 3-iodobenzoic acid (2.08 g) in water (30 ml) was stirred at room temperature, then sodium carbonate (2.67 g) and palladium(II) acetate (0.019 g) were added thereto. After stirring at 40° C. overnight, the reaction mixture was filtered and was washed with ether (2×20 ml). The aqueous layer was adjusted to pH 2 with 6N-hydrochloric acid. The crystalline was collected, washed with water, and dried to afford 3-(2-methylthiophenyl)benzoic... Reactants: C1(CC1)C(=O)OCCOC1=CC=C(C(=O)O)C=C1 (4-(2-cyclopropylcarbonyloxyethoxy)benzoic acid), S(=O)(Cl)Cl (thionyl chloride), CN(C=O)C (dimethylformamide). Run in CCOCC (ether). Conditions: time 1 day. The product is C1(CC1)C(=O)OCCOC1=CC=C(C(=O)Cl)C=C1 (4-(2-cyclopropylcarbonyloxyethoxy)benzoic acid chloride). RXN SMILES: [CH:1]1([C:4]([O:6][CH2:7][CH2:8][O:9][C:10]2[CH:18]=[CH:17][C:13]([C:14](O)=[O:15])=[CH:12][CH:11]=2)=[O:5])[CH2:3][CH2:2]1.S(Cl)([Cl:21])=O.CN(C)C=O>CCOCC>[CH:1]1([C:4]([O:6][CH2:7][CH2:8][O:9][C:10]2[CH:18]=[CH:17][C:13]([C:14]([Cl:21])=[O:15])=[CH:12][CH:11]=2)=[O:5])[CH2:3][CH2:2]1. Procedure: To a mixture of 3.2 g (12.8 mmol) of 4-(2-cyclopropylcarbonyloxyethoxy)benzoic acid, 80 ml of ether and 1.5 ml (20.5 mmol) of thionyl chloride, at RT, is added 0.3 ml (3.8 mmol) of dimethylformamide. This mixture is stirred, at RT, for 1 day. The top phase is decanted (the residue is discarded), and solvent and other volatiles are removed from it by rotoevaporation to give 4-(2-cyclopropylcarbonyloxyethoxy)benzoic acid chloride.